Dataset: the Open Reaction Database (ORD), a public repository of structured organic reaction records. Task: describe an organic reaction: reactants, conditions, products, and yield Starting materials: NC1=CC=C2C=3C=C(C=C(C3NC2=C1)C(=O)N)C1=CC(=CC=C1)OC (7-amino-3-(3-methoxyphenyl)-9H-carbazole-1-carboxamide), CN(CCCC(=O)O)C (4-(dimethylamino)butanoic acid). The product is CN(CCCC(=O)NC1=CC=C2C=3C=C(C=C(C3NC2=C1)C(=O)N)C1=CC(=CC=C1)OC)C (7-(4-(Dimethylamino)butanamido)-3-(3-methoxyphenyl)-9H-carbazole-1-carboxamide). As a reaction SMILES: [NH2:1][C:2]1[CH:14]=[C:13]2[C:5]([C:6]3[CH:7]=[C:8]([C:18]4[CH:23]=[CH:22][CH:21]=[C:20]([O:24][CH3:25])[CH:19]=4)[CH:9]=[C:10]([C:15]([NH2:17])=[O:16])[C:11]=3[NH:12]2)=[CH:4][CH:3]=1.[CH3:26][N:27]([CH3:34])[CH2:28][CH2:29][CH2:30][C:31](O)=[O:32]>>[CH3:26][N:27]([CH3:34])[CH2:28][CH2:29][CH2:30][C:31]([NH:1][C:2]1[CH:14]=[C:13]2[C:5]([C:6]3[CH:7]=[C:8]([C:18]4[CH:23]=[CH:22][CH:21]=[C:20]([O:24][CH3:25])[CH:19]=4)[CH:9]=[C:10]([C:15]([NH2:17])=[O:16])[C:11]=3[NH:12]2)=[CH:4][CH:3]=1)=[O:32]. Procedure details: This was similarly prepared from 7-amino-3-(3-methoxyphenyl)-9H-carbazole-1-carboxamide and 4-(dimethylamino)butanoic acid. MS (ESI) m/z 445.26 (M+H). 1H NMR (500 MHz, MeOD) δ ppm 8.45 (1H, d, J=1.83 Hz), 8.14 (1H, d, J=1.53 Hz), 8.10 (1H, d, J=8.55 Hz), 8.05 (1H, d, J=1.83 Hz), 7.35-7.39 (3H, m), 7.29 (1H, dd, J=8.39, 1.68 Hz), 6.93 (1H, dt, J=7.55, 2.02 Hz), 3.91 (3H, s), 2.54-2.61 (2H, m), 2.50 (2H, t, J=7.32 Hz), 2.40 (6H, s), 1.91-2.02 (2H, m). The solvent is O (water), O (water), O (water), N1=CC=CC=C1 (pyridine), O (water). Starting materials: S(O)(O)(=O)=O (sulfuric acid), C([O-])(O)=O.[Na+] (sodium bicarbonate), alcohol, CCOCC (ether), formula XIX, C(C1=CC=CC=C1)(=O)Cl (benzoyl chloride), C(C1=CC=CC=C1)(=O)[O-] (benzoate). RXN SMILES: [C:1](Cl)(=[O:8])[C:2]1[CH:7]=[CH:6][CH:5]=[CH:4][CH:3]=1.S(=O)(=O)(O)O.C(=O)(O)[O-].[Na+].[C:20]([O-:28])(=[O:27])[C:21]1[CH:26]=[CH:25][CH:24]=[CH:23][CH:22]=1.[CH3:29][CH2:30][O:31][CH2:32][CH3:33]>O.N1C=CC=CC=1>[C:20]([O:28][C@@H:4]1[CH2:3][C@@H:2]2[C@@H:7]([CH2:6][CH2:5][C:1]2=[O:8])[C@H:29]1[CH2:30][O:31][CH2:32][C:33]1[CH:6]=[CH:7][CH:2]=[CH:3][CH:4]=1)(=[O:27])[C:21]1[CH:26]=[CH:25][CH:24]=[CH:23][CH:22]=1 |f:2.3|. Yields the product C(C1=CC=CC=C1)(=O)O[C@H]1[C@@H]([C@@H]2CCC([C@@H]2C1)=O)COCC1=CC=CC=C1 ((1R,5S,6S,7R)-7-Benzoyloxy-6-benzyloxymethylbicyclo[3,3,0]octan-e-one). Procedure details: A solution of 0.55 g. of the alcohol of formula XIX in 4 ml. of pyridine is combined with 0.5 ml of benzoyl chloride. The mixture is agitated for 4 hours at 25°, combined with 0.4 ml of water agitated for 2 hours, diluted with ether, and the mixture is shaken in succession with water, 5% sulfuric acid, water, 4% sodium bicarbonate solution, and three times with water. After drying over magnesium sulfate the mixture is evaporated under vacuum, thus obtaining 720 mg. of the benzoate as a colorless... Reaction conditions: time 4 hour. Reactants: C1(=CC=CC=C1)C1CC\C=C/C(CCCC1)=O (Z-6-phenyl-2-cyclodecen-1-one), C(C1=CC=CC=C1)C1/C=C/C=C\C(CCCC1)=O (2Z,4E-6-benzyl-2,4-cyclodecadien-1-one). The product is C1(=CC=CC=C1)C1CC\C=C/C(CCCC1)=O (Z-6-phenyl-2-cyclodecen-1-one), C1(=CC=CC=C1)C1CC/C=C/C(CCCC1)=O (E-6-phenyl-2-cyclodecen-1-one). Procedure details: The compounds obtained in Examples 62 (a) and (c) were treated in a manner similar to Example 12, to yield less polar isomer 73 (a) and more polar isomer 73 (b), respectively, as colorless liquid. Reaction SMILES: [C:1]1([CH:7]2[CH2:16][CH2:15][CH2:14][CH2:13][C:12](=[O:17])[CH:11]=[CH:10][CH2:9][CH2:8]2)[CH:6]=[CH:5][CH:4]=[CH:3][CH:2]=1.[CH2:18]([CH:25]1[CH2:34][CH2:33][CH2:32][CH2:31][C:30](=[O:35])[CH:29]=[CH:28][CH:27]=[CH:26]1)[C:19]1[CH:24]=[CH:23][CH:22]=[CH:21]C=1>>[C:1]1([CH:7]2[CH2:16][CH2:15][CH2:14][CH2:13][C:12](=[O:17])[CH:11]=[CH:10][CH2:9][CH2:8]2)[CH:6]=[CH:5][CH:4]=[CH:3][CH:2]=1.[C:18]1([CH:25]2[CH2:34][CH2:33][CH2:32][CH2:31][C:30](=[O:35])[CH:29]=[CH:28][CH2:27][CH2:26]2)[CH:19]=[CH:24][CH:23]=[CH:22][CH:21]=1.